Task: describe an organic reaction: reactants, conditions, products, and yield. Dataset: the Open Reaction Database (ORD), a public repository of structured organic reaction records The reactants are C(C1=CC=CC=C1)=O (benzaldehyde), C(CC(=O)OC)(=O)OC (dimethyl malonate), N1CCCCC1 (piperidine), C(C)(=O)O (acetic acid). Solvent: C1(=CC=CC=C1)C (toluene). Yields the product C(C1=CC=CC=C1)=C(C(=O)OC)C(=O)OC (Dimethyl Benzylidenemalonate). RXN SMILES: [CH:1](=O)[C:2]1[CH:7]=[CH:6][CH:5]=[CH:4][CH:3]=1.[C:9]([O:16][CH3:17])(=[O:15])[CH2:10][C:11]([O:13][CH3:14])=[O:12].N1CCCCC1.C(O)(=O)C>C1(C)C=CC=CC=1>[CH:1](=[C:10]([C:9]([O:16][CH3:17])=[O:15])[C:11]([O:13][CH3:14])=[O:12])[C:2]1[CH:7]=[CH:6][CH:5]=[CH:4][CH:3]=1. Procedure details: Into a one-liter three-necked conical flask are introduced in succession 60 g (565.39 mmol) of benzaldehyde, 77 g of dimethyl malonate (565.32 mmol), 3.85 g of piperidine (45.21 mmol), 130 ml of toluene and 2.71 g (45.16 mmol) of acetic acid.